From a dataset of the Open Reaction Database (ORD), a public repository of structured organic reaction records. describe an organic reaction: reactants, conditions, products, and yield The reactants are O=C(O)Cc1ccc2c(c1)OCO2, C1COCCN1. Reagents/catalysts: CC(C)N=C=NC(C)C (DIC), C1=CC2=C(C=C1Cl)N(N=N2)O (6-Cl-HOBT). Solvent: CN(C)C=O (DMF), CN(C)C=O (DMF), CN(C)C=O (DMF), CN(C)C=O (DMF), CN(C)C=O (DMF), CN(C)C=O (DMF). Reaction conditions: temperature 25 celsius, time 2 hour. Yields the product O=C(Cc1ccc2c(c1)OCO2)N1CCOCC1. The yield is 13.6%. As a reaction SMILES: C1COCCN1.O=C(O)Cc1ccc2c(c1)OCO2.CC(C)N=C=NC(C)C.C1=CC2=C(C=C1Cl)N(N=N2)O.CN(C)C=O>>O=C(Cc1ccc2c(c1)OCO2)N1CCOCC1. The reactants are O=C1CCN(CC1)CCC1COC2=C(O1)C=CC=C2 (2-[2-(4-oxopiperidino)-ethyl]-1,4-benzodioxan), [Cl-].[NH4+] (ammonium chloride), C(C)(C)[N-]C(C)C.[Li+] (lithium diisopropylamide), C(C)(C)NC(C)C (diisopropylamine), C(CCC)[Li] (n-butyl lithium), C=1C=CC2=C(C1)C=CS2 (thianapthene). The solvent is O1CCCC1 (tetrahydrofuran), O1CCCC1 (tetrahydrofuran), CCCCCC (hexane), O1CCCC1 (tetrahydrofuran). Run at time 1 hour. Product: OC1(CCN(CC1)CCC1COC2=C(O1)C=CC=C2)C=2SC1=C(C2)C=CC=C1 (2-[2-(4-hydroxy-4-(2-benzothienyl)-piperidino)-ethyl]-1,4-benzodioxan). RXN SMILES: C([N-]C(C)C)(C)C.[Li+].C(NC(C)C)(C)C.C([Li])CCC.[CH:21]1[CH:22]=[CH:23][C:24]2[S:29][CH:28]=[CH:27][C:25]=2[CH:26]=1.[O:30]=[C:31]1[CH2:36][CH2:35][N:34]([CH2:37][CH2:38][CH:39]2[O:44][C:43]3[CH:45]=[CH:46][CH:47]=[CH:48][C:42]=3[O:41][CH2:40]2)[CH2:33][CH2:32]1.[Cl-].[NH4+]>O1CCCC1.CCCCCC>[OH:30][C:31]1([C:28]2[S:29][C:24]3[CH:23]=[CH:22][CH:21]=[CH:26][C:25]=3[CH:27]=2)[CH2:36][CH2:35][N:34]([CH2:37][CH2:38][CH:39]2[O:44][C:43]3[CH:45]=[CH:46][CH:47]=[CH:48][C:42]=3[O:41][CH2:40]2)[CH2:33][CH2:32]1 |f:0.1,6.7|. Reported procedure: To lithium diisopropylamide in 50 ml of tetrahydrofuran, prepared from 2.25 ml of diisopropylamine and 10 ml of 1.6 N n-butyl lithium in hexane at -70° under nitrogen, is added 2.0 g of thianapthene in 20 ml of tetrahydrofuran while stirring. After 1 hour, the solution of 2.65 g of 2-[2-(4-oxopiperidino)-ethyl]-1,4-benzodioxan in 20 ml of tetrahydrofuran is added and, after standing overnight, the mixture is decomposed with 9 ml of saturated aqueous ammonium chloride. The organic phase is separa...